Dataset: the Open Reaction Database (ORD), a public repository of structured organic reaction records. Task: describe an organic reaction: reactants, conditions, products, and yield Reactants: OB(O)c1ccccc1 (effective_coupling_partner), CCN(CC)C(=O)Oc1ccc(C#N)cc1 (substrate). Reagents/catalysts: PCy3. Run at temperature 150 celsius, time 10 hour. Product: N#Cc2ccc(c1ccccc1)cc2. Starting materials: O (Water), C([O-])([O-])=O.[K+].[K+] (potassium carbonate), COCCl (chloromethyl methyl ether), FC(OC1=C(C=CC=C1)O)(F)F (2-trifluoromethoxyphenol). The solvent is CN(C=O)C (N,N-dimethylformamide). Conditions: time 1 hour. Yields the product COCOC1=C(C=CC=C1)OC(F)(F)F (1-methoxymethoxy-2-trifluoromethoxybenzene). As a reaction SMILES: [F:1][C:2]([F:12])([F:11])[O:3][C:4]1[CH:9]=[CH:8][CH:7]=[CH:6][C:5]=1[OH:10].C(=O)([O-])[O-].[K+].[K+].[CH3:19][O:20][CH2:21]Cl.O>CN(C)C=O>[CH3:19][O:20][CH2:21][O:10][C:5]1[CH:6]=[CH:7][CH:8]=[CH:9][C:4]=1[O:3][C:2]([F:11])([F:12])[F:1] |f:1.2.3|. Procedure details: 2-trifluoromethoxyphenol (10.00 g) was dissolved in N,N-dimethylformamide (50 mL), and potassium carbonate (15.52 g) and chloromethyl methyl ether (4.70 mL) were added to the solution, and then the mixture was stirred at room temperature for 1 hour. Water was added to the reaction solution and then the mixture was extracted with n-hexane. The organic layer was washed with saturated brine, and then dried over anhydrous sodium sulfate. The solvent was distilled off under reduced pressure to obtain... Reactants: C(C)OC(=O)C1(CCNCC1)CCOC (4-(2-methoxy-ethyl)-piperidine-4-carboxylic acid ethyl ester), CC(CS(=O)(=O)Cl)C (2-methyl-propane-1-sulfonyl chloride), C1(CC1)COC1=CC=C(N)C=C1 (4-cyclopropylmethoxy-aniline). Product: C1(CC1)COC1=CC=C(C=C1)N1C(C2(CC1)CCN(CC2)S(=O)(=O)CC(C)C)=O (2-(4-Cyclopropylmethoxy-phenyl)-8-(2-methyl-propane-1-sulfonyl)-2,8-diaza-spiro[4.5]decan-1-one). Reaction SMILES: C(O[C:4]([C:6]1([CH2:12][CH2:13]OC)[CH2:11][CH2:10][NH:9][CH2:8][CH2:7]1)=[O:5])C.[CH3:16][CH:17]([CH3:23])[CH2:18][S:19](Cl)(=[O:21])=[O:20].[CH:24]1([CH2:27][O:28][C:29]2[CH:35]=[CH:34][C:32]([NH2:33])=[CH:31][CH:30]=2)[CH2:26][CH2:25]1>>[CH:24]1([CH2:27][O:28][C:29]2[CH:30]=[CH:31][C:32]([N:33]3[CH2:13][CH2:12][C:6]4([CH2:7][CH2:8][N:9]([S:19]([CH2:18][CH:17]([CH3:23])[CH3:16])(=[O:21])=[O:20])[CH2:10][CH2:11]4)[C:4]3=[O:5])=[CH:34][CH:35]=2)[CH2:25][CH2:26]1. Reported procedure: Grey solid. MS (ESI): 421.21 (MH+). This example was prepared in analogy to example 1 step C) to D) from 4-(2-methoxy-ethyl)-piperidine-4-carboxylic acid ethyl ester (example 1 step B)), 2-methyl-propane-1-sulfonyl chloride, 4-cyclopropylmethoxy-aniline. Starting materials: [BH4-], C1CCOC1, COC(=O)CCC(C)(C)[N+](=O)[O-], CCO, [Cl-], Cl, [Li+], [Li+], O. Yields the product CC(C)(CCCO)[N+](=O)[O-]. As a reaction SMILES: [BH4-:15].[CH2:18]1[O:19][CH2:20][CH2:21][CH2:22]1.[CH3:1][C:2]([CH2:3][CH2:4][C:5](=[O:6])[O:7][CH3:8])([CH3:9])[N+:10](=[O:11])[O-:12].[CH3:23][CH2:24][OH:25].[Cl-:14].[ClH:17].[Li+:13].[Li+:16].[OH2:26]>>[CH3:1][C:2]([CH2:3][CH2:4][CH2:5][OH:6])([CH3:9])[N+:10](=[O:11])[O-:12]. Reactants: C(C)(C)(C)C1=NN(C(=C1)N=C=O)C1=CC=C(C=C1)C (3-tert-Butyl-5-isocyanato-1-p-tolyl-1H-pyrazole), NC1=CC=C(C2=CC=CC=C12)OCCC1=C(C=NC=C1)N (4-(2-(4-Aminonaphthalen-1-yloxy)ethyl)pyridin-3-amine), CCN(C(C)C)C(C)C (DIPEA). Solvent: C1CCOC1 (THF), C1CCOC1 (THF), CC#N (MeCN), [Cl-].[Na+].O (brine). Run at time 8 hour. Yields the product NC=1C=NC=CC1CCOC1=CC=C(C2=CC=CC=C12)NC(=O)NC1=CC(=NN1C1=CC=C(C=C1)C)C(C)(C)C (1-(4-(2-(3-aminopyridin-4-yl)ethoxy)naphthalen-1-yl)-3-(3-tert-butyl-1-p-tolyl-1H-pyrazol-5-yl)urea), solid. Yield: 36.0%. Reaction SMILES: [C:1]([C:5]1[CH:9]=[C:8]([N:10]=[C:11]=[O:12])[N:7]([C:13]2[CH:18]=[CH:17][C:16]([CH3:19])=[CH:15][CH:14]=2)[N:6]=1)([CH3:4])([CH3:3])[CH3:2].[NH2:20][C:21]1[C:30]2[C:25](=[CH:26][CH:27]=[CH:28][CH:29]=2)[C:24]([O:31][CH2:32][CH2:33][C:34]2[CH:39]=[CH:38][N:37]=[CH:36][C:35]=2[NH2:40])=[CH:23][CH:22]=1.CCN(C(C)C)C(C)C>C1COCC1.CC#N.[Cl-].[Na+].O>[NH2:40][C:35]1[CH:36]=[N:37][CH:38]=[CH:39][C:34]=1[CH2:33][CH2:32][O:31][C:24]1[C:25]2[C:30](=[CH:29][CH:28]=[CH:27][CH:26]=2)[C:21]([NH:20][C:11]([NH:10][C:8]2[N:7]([C:13]3[CH:18]=[CH:17][C:16]([CH3:19])=[CH:15][CH:14]=3)[N:6]=[C:5]([C:1]([CH3:4])([CH3:3])[CH3:2])[CH:9]=2)=[O:12])=[CH:22][CH:23]=1 |f:5.6.7|. Procedure: A solution of 3-tert-butyl-5-isocyanato-1-p-tolyl-1H-pyrazole (19) (530 mg, 2.076 mmol) in THF (2.0 mL) was added to a solution of 4-(2-(4-aminonaphthalen-1-yloxy)ethyl)pyridin-3-amine (18) (580 mg, 2.076 mmol) and DIPEA (1085 μl, 6.23 mmol) in THF (10 mL) and MeCN (1.0 mL) the reaction mixture stirred at RT overnight. The mixture was poured into brine (25 mL) and extracted with EtOAc (2×25 mL), dried, filtered and the solvent removed in vacuo. The product was pre-adsorbed onto hyflo (10 g), and... Starting materials: [OH-].[K+] (potassium hydroxide), C(C)(=O)O[C@H]1C[C@@H]2[C@]3(C=CC(C=C3CC[C@H]2[C@@H]2CC[C@H](C(C)=O)[C@@]12C)=O)C (12α-acetoxypregna-1,4-diene-3,20-dione), C1=CC=CC=C1 (benzene). Run in CO (methanol). Reaction conditions: time 10 hour. Yields the product O[C@H]1C[C@@H]2[C@]3(C=CC(C=C3CC[C@H]2[C@@H]2CC[C@H](C(C)=O)[C@@]12C)=O)C (12α-hydroxypregna-1,4-diene-3,20-dione). Isolated yield 82.3%. Reaction SMILES: [OH-].[K+].C([O:6][C@@H:7]1[C@@:26]2([CH3:27])[C@@H:19]([CH2:20][CH2:21][C@@H:22]2[C:23](=[O:25])[CH3:24])[C@H:18]2[C@@H:9]([C@:10]3([CH3:29])[C:15]([CH2:16][CH2:17]2)=[CH:14][C:13](=[O:28])[CH:12]=[CH:11]3)[CH2:8]1)(=O)C.C1C=CC=CC=1>CO>[OH:6][C@@H:7]1[C@@:26]2([CH3:27])[C@@H:19]([CH2:20][CH2:21][C@@H:22]2[C:23](=[O:25])[CH3:24])[C@H:18]2[C@@H:9]([C@:10]3([CH3:29])[C:15]([CH2:16][CH2:17]2)=[CH:14][C:13](=[O:28])[CH:12]=[CH:11]3)[CH2:8]1 |f:0.1|. Procedure details: To a solution of 2.2 g of potassium hydroxide in 80 ml of methanol was added 7.4 g of 12α-acetoxypregna-1,4-diene-3,20-dione, and the mixture was stirred at room temperaature for 10 hours. The reaction mixture was concentrated to about one tenth the original volume by distilling off the methanol under reduced pressure. To the concentrated reaction mixture was added 150 ml of benzene, and the solution was washed in sequence with water, diluted hydrochloric acid and water and then driedover anhydr... Starting materials: [N+](=O)([O-])C1=CC=C(C=O)C=C1 (4-nitrobenzaldehyde), C[C@H]1N[C@H](CNC1)C ((2R,6S)-2,6-dimethylpiperazine), 21A. The product is [N+](=O)([O-])C1=CC=C(C=C1)CN1C[C@H](N[C@H](C1)C)C ((3R,5S)-1-[(4-Nitrophenyl)methyl]-3,5-dimethyl piperazine). Reaction SMILES: [N+:1]([C:4]1[CH:11]=[CH:10][C:7]([CH:8]=O)=[CH:6][CH:5]=1)([O-:3])=[O:2].[CH3:12][C@@H:13]1[CH2:18][NH:17][CH2:16][C@H:15]([CH3:19])[NH:14]1>>[N+:1]([C:4]1[CH:11]=[CH:10][C:7]([CH2:8][N:17]2[CH2:16][C@H:15]([CH3:19])[NH:14][C@H:13]([CH3:12])[CH2:18]2)=[CH:6][CH:5]=1)([O-:3])=[O:2]. Procedure: The title compound was prepared from 4-nitrobenzaldehyde and (2R,6S)-2,6-dimethylpiperazine using a method similar to that described for D21 in Description 21A. MS (ES): MH+ 250.2. Conditions: time 8 hour. Yields the product ClCCN(C)CC1=CC=C(C=C1)C1=CC2=NC=CC(=C2S1)OC1=C(C=C(C=C1)NC(CC(=O)NC1=CC=CC=C1)=O)F (N1-(4-(2-(4-(((2-Chloroethyl)(methyl)amino)methyl)phenyl)thieno[3,2-b]pyridin-7-yloxy)-3-fluorophenyl)-N3-phenylmalonamide). As a reaction SMILES: [O:1]=[C:2]([NH:7][C:8]1[CH:13]=[CH:12][CH:11]=[CH:10][CH:9]=1)[CH2:3][C:4](O)=[O:5].C1N(P(Cl)(N2C(=O)OCC2)=O)C(=O)OC1.[Cl:29][CH2:30][CH2:31][N:32]([CH2:34][C:35]1[CH:40]=[CH:39][C:38]([C:41]2[S:49][C:48]3[C:43](=[N:44][CH:45]=[CH:46][C:47]=3[O:50][C:51]3[CH:56]=[CH:55][C:54]([NH2:57])=[CH:53][C:52]=3[F:58])[CH:42]=2)=[CH:37][CH:36]=1)[CH3:33].CCN(C(C)C)C(C)C>C(Cl)Cl>[Cl:29][CH2:30][CH2:31][N:32]([CH2:34][C:35]1[CH:36]=[CH:37][C:38]([C:41]2[S:49][C:48]3[C:43](=[N:44][CH:45]=[CH:46][C:47]=3[O:50][C:51]3[CH:56]=[CH:55][C:54]([NH:57][C:4](=[O:5])[CH2:3][C:2]([NH:7][C:8]4[CH:9]=[CH:10][CH:11]=[CH:12][CH:13]=4)=[O:1])=[CH:53][C:52]=3[F:58])[CH:42]=2)=[CH:39][CH:40]=1)[CH3:33]. Run in C(Cl)Cl (DCM), C(Cl)Cl (DCM). The yield is 21.4%. The reactants are O=C(CC(=O)O)NC1=CC=CC=C1 (3-oxo-3-(phenylamino)propanoic acid), ClCCN(C)CC1=CC=C(C=C1)C1=CC2=NC=CC(=C2S1)OC1=C(C=C(C=C1)N)F (4-(2-(4-(((2-chloroethyl)(methyl)amino)methyl)phe-nyl)thieno[3,2-b]pyridin-7-yloxy)-3-fluorobenzenamine), CCN(C(C)C)C(C)C (iPr2NEt), C1COC(=O)N1P(=O)(N2CCOC2=O)Cl (BOPCl). Procedure: To a solution of the acid 1 (142 mg, 2 eq, 1.58 mmol) in dry DCM (10 ml), at 0° C., was added, BOPCl (502 mg, 2 eq, 0.826 mmol) and the reaction mixture was stirred for 10 minutes. A solution of the amine 87 (348 mg, 0.79 mmol) and iPr2NEt (610 mg, 6 eq, 4.72 mmol) in dry DCM (7 ml) was then added and the reaction mixture was stirred at RT overnight. The reaction mixture was concentrated to dryness and partitioned between EtOAc and satd NaHCO3 soln, the organic phase was washed twice with satura...